Dataset: the Open Reaction Database (ORD), a public repository of structured organic reaction records. Task: describe an organic reaction: reactants, conditions, products, and yield Reactants: CSC=1N=NC(=C(N1)N1CCN(CC1)C1=CC=CC=C1)C#N (3-methylsulfanyl-5-(4-phenyl-piperazin-1-yl)-[1,2,4]triazine-6-carbonitrile), C(O)CN (ethanolamine). Product: OCCNC=1N=NC(=C(N1)N1CCN(CC1)C1=CC=CC=C1)C#N (3-(2-hydroxy-ethylamino)-5-(4-phenyl-piperazin-1-yl)-[1,2,4]triazine-6-carbonitrile). As a reaction SMILES: CS[C:3]1[N:4]=[N:5][C:6]([C:21]#[N:22])=[C:7]([N:9]2[CH2:14][CH2:13][N:12]([C:15]3[CH:20]=[CH:19][CH:18]=[CH:17][CH:16]=3)[CH2:11][CH2:10]2)[N:8]=1.[CH2:23]([CH2:25][NH2:26])[OH:24]>>[OH:24][CH2:23][CH2:25][NH:26][C:3]1[N:4]=[N:5][C:6]([C:21]#[N:22])=[C:7]([N:9]2[CH2:14][CH2:13][N:12]([C:15]3[CH:20]=[CH:19][CH:18]=[CH:17][CH:16]=3)[CH2:11][CH2:10]2)[N:8]=1. Procedure: In analogy to the procedure described in example 84c, 3-methylsulfanyl-5-(4-phenyl-piperazin-1-yl)-[1,2,4]triazine-6-carbonitrile was treated with ethanolamine in a sealed tube at 140° C. during 18 hours to yield 3-(2-hydroxy-ethylamino)-5-(4-phenyl-piperazin-1-yl)-[1,2,4]triazine-6-carbonitrile as an amorphous, white solid; MS: [M+H]+=326. The reactants are C(CCCCCCCCCCCCCCC)(=O)Cl (Palmitoyl chloride), C(=O)(OCC1C2=CC=CC=C2C2=CC=CC=C12)N(C(CCN)=O)[C@H]1[C@@H](O[C@@H]([C@H]1O)CO)N1C(=O)NC(=O)C=C1 (2′-Deoxy-2′-(N-Fmoc-beta-alanineamido) uridine). Run in N1=CC=CC=C1 (pyridine). Reaction conditions: time 8 hour. The product is C(CCCCCCCCCCCCCCC)(=O)[C@@]1([C@H]([C@@H](O[C@@H]1C(O)C(CCCCCCCCCCCCCCC)=O)N1C(=O)NC(=O)C=C1)N(C(CCN)=O)C(=O)OCC1C2=CC=CC=C2C2=CC=CC=C12)O (3′,5′-Di-palmitoyl-2′-deoxy-2′-(N-Fmoc-beta-alanineamido) uridine). Isolated yield 65.0%. As a reaction SMILES: [C:1](Cl)(=[O:17])[CH2:2][CH2:3][CH2:4][CH2:5][CH2:6][CH2:7][CH2:8][CH2:9][CH2:10][CH2:11][CH2:12][CH2:13][CH2:14][CH2:15][CH3:16].[C:19]([N:36]([C@@H:42]1[C@H:46]([OH:47])[C@@H:45]([CH2:48][OH:49])[O:44][C@H:43]1[N:50]1[CH:57]=[CH:56][C:54](=[O:55])[NH:53][C:51]1=[O:52])[C:37](=[O:41])[CH2:38][CH2:39][NH2:40])([O:21][CH2:22][CH:23]1[C:35]2[C:30](=[CH:31][CH:32]=[CH:33][CH:34]=2)[C:29]2[C:24]1=[CH:25][CH:26]=[CH:27][CH:28]=2)=[O:20]>N1C=CC=CC=1>[C:1]([C@@:46]1([OH:47])[C@@H:45]([CH:48]([C:1](=[O:17])[CH2:2][CH2:3][CH2:4][CH2:5][CH2:6][CH2:7][CH2:8][CH2:9][CH2:10][CH2:11][CH2:12][CH2:13][CH2:14][CH2:15][CH3:16])[OH:49])[O:44][C@@H:43]([N:50]2[CH:57]=[CH:56][C:54](=[O:55])[NH:53][C:51]2=[O:52])[C@@H:42]1[N:36]([C:19]([O:21][CH2:22][CH:23]1[C:24]2[C:29](=[CH:28][CH:27]=[CH:26][CH:25]=2)[C:30]2[C:35]1=[CH:34][CH:33]=[CH:32][CH:31]=2)=[O:20])[C:37](=[O:41])[CH2:38][CH2:39][NH2:40])(=[O:17])[CH2:2][CH2:3][CH2:4][CH2:5][CH2:6][CH2:7][CH2:8][CH2:9][CH2:10][CH2:11][CH2:12][CH2:13][CH2:14][CH2:15][CH3:16]. Procedure details: Palmitoyl chloride (1.55 mL, 1.8 mmol) was added to a solution of nucleoside 28 in abs pyridine and the reaction mixture was stirred overnight at room temperature. The solution was then quenched with MeOH, evaporated to dryness, dissolved in dichloromethane and washed with saturated aq sodium bicarbonate and brine. The organic phase was dried over sodium sulfate and evaporated to dryness. The residue was purified by flash chromatography on silica (EtOAc-Hexanes 1:1) affording 0.5 g of 29 (yield,...